From a dataset of the Open Reaction Database (ORD), a public repository of structured organic reaction records. describe an organic reaction: reactants, conditions, products, and yield Starting materials: CCC=O, O=C(Nc1ccccc1C(=O)Nc1ccc(Cl)cn1)C1=CCNCC1, O=C(O)C(F)(F)F. Product: CCCN1CC=C(C(=O)Nc2ccccc2C(=O)Nc2ccc(Cl)cn2)CC1. RXN SMILES: [CH:33]([CH2:34][CH3:35])=[O:36].[Cl:8][c:9]1[cH:10][cH:11][c:12]([NH:15][C:16]([c:17]2[c:18]([NH:23][C:24](=[O:25])[C:26]3=[CH:27][CH2:28][NH:29][CH2:30][CH2:31]3)[cH:19][cH:20][cH:21][cH:22]2)=[O:32])[n:13][cH:14]1.[F:1][C:2]([F:3])([F:4])[C:5]([OH:6])=[O:7]>>[Cl:8][c:9]1[cH:10][cH:11][c:12]([NH:15][C:16]([c:17]2[c:18]([NH:23][C:24](=[O:25])[C:26]3=[CH:27][CH2:28][N:29]([CH2:33][CH2:34][CH3:35])[CH2:30][CH2:31]3)[cH:19][cH:20][cH:21][cH:22]2)=[O:32])[n:13][cH:14]1. Reactants: C(C(=O)C1=CC=CC=C1)Br (phenacyl bromide), C1=NC=CC2=CC=CC=C12 (isoquinoline). Run in CCOCC (ether), CCOCC (ether). Reaction conditions: time 30 minute. Yields the product [Br-].C(C(=O)C1=CC=CC=C1)[N+]1=CC2=CC=CC=C2C=C1 (2-phenacylisoquinolinium bromide). As a reaction SMILES: [CH2:1]([Br:10])[C:2]([C:4]1[CH:9]=[CH:8][CH:7]=[CH:6][CH:5]=1)=[O:3].[CH:11]1[C:20]2[C:15](=[CH:16][CH:17]=[CH:18][CH:19]=2)[CH:14]=[CH:13][N:12]=1>CCOCC>[Br-:10].[CH2:1]([N+:12]1[CH:13]=[CH:14][C:15]2[C:20](=[CH:19][CH:18]=[CH:17][CH:16]=2)[CH:11]=1)[C:2]([C:4]1[CH:9]=[CH:8][CH:7]=[CH:6][CH:5]=1)=[O:3] |f:3.4|. Procedure: A solution of phenacyl bromide (20 g) in dry ether (100 ml) was added, with stirring, to a solution of isoquinoline (13 g) in ether (50 L ml). The solution was stirred for 30 minutes, and allowed to stand overnight. The precipitated product was filtered off, washed well with ether, and dried. Yield 26.8 g. Reactants: C1(CC1)N1C=C(C(C2=CC(=C(C(=C12)F)N1CC(CC1)N1N=CN=C1)F)=O)C(=O)O (1-cyclopropyl-6,8-difluoro-7-[3-(1,2,4-triazol -1-yl)pyrrolidin-1-yl]-1,4-dihydro-4-oxoquinoline-3-carboxylic acid), CS(=O)(=O)O (methanesulfonic acid). Run in C(Cl)(Cl)Cl (chloroform), C(Cl)(Cl)Cl (chloroform). Run at time 5 hour. Yields the product CS(=O)(=O)O.C1(CC1)N1C=C(C(C2=CC(=C(C(=C12)F)N1CC(CC1)N1N=CN=C1)F)=O)C(=O)O (1-Cyclopropyl-6,8-difluoro-7-[3-(1,2,4-triazol-1-yl) pyrrolidin-1-yl]-1,4-dihydro-4-oxoquinoline-3-carboxylic acid methanesulfonate). RXN SMILES: [CH:1]1([N:4]2[C:13]3[C:8](=[CH:9][C:10]([F:25])=[C:11]([N:15]4[CH2:19][CH2:18][CH:17]([N:20]5[CH:24]=[N:23][CH:22]=[N:21]5)[CH2:16]4)[C:12]=3[F:14])[C:7](=[O:26])[C:6]([C:27]([OH:29])=[O:28])=[CH:5]2)[CH2:3][CH2:2]1.[CH3:30][S:31]([OH:34])(=[O:33])=[O:32]>C(Cl)(Cl)Cl>[CH3:30][S:31]([OH:34])(=[O:33])=[O:32].[CH:1]1([N:4]2[C:13]3[C:8](=[CH:9][C:10]([F:25])=[C:11]([N:15]4[CH2:19][CH2:18][CH:17]([N:20]5[CH:24]=[N:23][CH:22]=[N:21]5)[CH2:16]4)[C:12]=3[F:14])[C:7](=[O:26])[C:6]([C:27]([OH:29])=[O:28])=[CH:5]2)[CH2:2][CH2:3]1 |f:3.4|. Reported procedure: 1-cyclopropyl-6,8-difluoro-7-[3-(1,2,4-triazol -1-yl)pyrrolidin-1-yl]-1,4-dihydro-4-oxoquinoline-3-carboxylic acid (20 mg, 0.05 mmol) was dissolved in 2 ml of chloroform and to this was added 4 ml of methanesulfonic acid in chloroform. The suspension formed was stirred at room temperature for five hr. The solid was collected to yield 12 mg of white solid after drying very well in the oven, m.p. 208.5°-210° C. 1H NMR (CD3OD) δ: 9.54 (s, 1H), 8.78 (s, 1H), 8.64 (s, 1H), 7.81 (dd, 13.8, 2.3Hz, 1H),... Starting materials: C=O (paraformaldehyde), C1=C2N(C=N1)CCC2 (6,7-dihydro-5H-pyrrolo[1,2-c]imidazole), C=O (paraformaldehyde), C=O (paraformaldehyde). Run at temperature 160 celsius. Yields the product OCC1=NC=C2N1CCC2 (6,7-dihydro-3-hydroxymethyl-5H-pyrrolo[1,2-c]imidazole). Isolated yield 38.0%. RXN SMILES: [CH:1]1[N:5]=[CH:4][N:3]2[CH2:6][CH2:7][CH2:8][C:2]=12.[CH2:9]=[O:10]>>[OH:10][CH2:9][C:4]1[N:3]2[CH2:6][CH2:7][CH2:8][C:2]2=[CH:1][N:5]=1. Procedure: A mixture of 6,7-dihydro-5H-pyrrolo[1,2-c]imidazole (7 g) and paraformaldehyde (4 g) was heated at 160° C., to which was added, 20 minutes later, paraformaldehyde (2 g), and, further 20 minutes later, paraformaldehyde (1 g), followed by heating for 45 minutes. The reaction mixture was subjected to a silica gel chromatography (4.0 cm×15 cm), eluting with methanol-methylene chloride (1:9). The object fraction was concentrated. To the concentrate were added ethanol and diethyl ether to give 6,7-dih... Starting materials: O1C(=NC2=C1C=CC=C2)N2CCOC1=C(C2)C=C(C=C1)C=O (4-benzooxazol-2-yl-2,3,4,5-tetrahydro-benzo[f][1,4]oxazepine-7-carbaldehyde), O1C(=NC2=C1C=CC=C2)N2CCOC1=C(C2)C=C(C=C1)C=O (4-benzooxazol-2-yl-2,3,4,5-tetrahydro-benzo[f][1,4]oxazepine-7-carbaldehyde), S1C(NC(C1)=O)=O (2,4-thiazolidine dione), C(C)(=O)[O-].[NH2+]1CCCCC1 (piperidinium acetate). The solvent is C1(=CC=CC=C1)C (toluene). Yields the product O1C(=NC2=C1C=CC=C2)N2CCOC1=C(C2)C=C(C=C1)C=C1C(NC(S1)=O)=O (5-(4-benzooxazol-2-yl-2,3,4,5-tetrahydro-benzo[f][1,4]oxazepin-7-ylmethylene)-thiazolidine-2,4-dione). RXN SMILES: [O:1]1[C:5]2[CH:6]=[CH:7][CH:8]=[CH:9][C:4]=2[N:3]=[C:2]1[N:10]1[CH2:16][C:15]2[CH:17]=[C:18]([CH:21]=O)[CH:19]=[CH:20][C:14]=2[O:13][CH2:12][CH2:11]1.[S:23]1[CH2:27][C:26](=[O:28])[NH:25][C:24]1=[O:29].C([O-])(=O)C.[NH2+]1CCCCC1>C1(C)C=CC=CC=1>[O:1]1[C:5]2[CH:6]=[CH:7][CH:8]=[CH:9][C:4]=2[N:3]=[C:2]1[N:10]1[CH2:16][C:15]2[CH:17]=[C:18]([CH:21]=[C:27]3[S:23][C:24](=[O:29])[NH:25][C:26]3=[O:28])[CH:19]=[CH:20][C:14]=2[O:13][CH2:12][CH2:11]1 |f:2.3|. Procedure: To 4-benzooxazol-2-yl-2,3,4,5-tetrahydro-benzo[f][1,4]oxazepine-7-carbaldehyde [compound of Step VI] (0.176 g, 0.6 mmol) taken in toluene (25 mL) were added 2,4-thiazolidine dione (0.105 g, 0.9 mmol) and catalytic amount of piperidinium acetate (0.025 g). The resulting mixture was refluxed under Dean Stark conditions for 1.5 hours and then cooled in an ice-bath. The precipitate was filtered and washed with toluene and petroleum ether to give 5-(4-benzooxazol-2-yl-2,3,4,5-tetrahydro-benzo[f][1,4]...